From a dataset of the Open Reaction Database (ORD), a public repository of structured organic reaction records. describe an organic reaction: reactants, conditions, products, and yield Reactants: CCCCCN1C(=O)C2(COc3cc4c(cc32)OCO4)c2c(Br)cccc21, CC(C)(C)P(c1ccccc1-c1ccccc1)C(C)(C)C, CCCC[Sn](C#N)(CCCC)CCCC, N#C[K], O=C(C=Cc1ccccc1)C=Cc1ccccc1, O=C(C=Cc1ccccc1)C=Cc1ccccc1, O=C(C=Cc1ccccc1)C=Cc1ccccc1, [Pd], [Pd]. Yields the product CCCCCN1C(=O)C2(COc3cc4c(cc32)OCO4)c2c(C#N)cccc21. Reaction SMILES: [Br:1][c:2]1[c:3]2[c:4]([cH:5][cH:6][cH:7]1)[N:8]([CH2:23][CH2:24][CH2:25][CH2:26][CH3:27])[C:9](=[O:22])[C:10]21[CH2:11][O:12][c:13]2[c:14]1[cH:15][c:16]1[c:17]([cH:21]2)[O:18][CH2:19][O:20]1.[C:28]([P:29]([C:30]([CH3:31])([CH3:32])[CH3:33])[c:34]1[cH:35][cH:36][cH:37][cH:38][c:39]1-[c:40]1[cH:41][cH:42][cH:43][cH:44][cH:45]1)([CH3:46])([CH3:47])[CH3:48].[CH2:49]([Sn:50]([CH2:51][CH2:52][CH2:53][CH3:54])([CH2:55][CH2:56][CH2:57][CH3:58])[C:62]#[N:63])[CH2:59][CH2:60][CH3:61].[K:64][C:65]#[N:66].[O:105]=[C:106]([CH:107]=[CH:108][c:109]1[cH:110][cH:111][cH:112][cH:113][cH:114]1)[CH:115]=[CH:116][c:117]1[cH:118][cH:119][cH:120][cH:121][cH:122]1.[O:69]=[C:70]([CH:71]=[CH:72][c:73]1[cH:74][cH:75][cH:76][cH:77][cH:78]1)[CH:79]=[CH:80][c:81]1[cH:82][cH:83][cH:84][cH:85][cH:86]1.[O:87]=[C:88]([CH:89]=[CH:90][c:91]1[cH:92][cH:93][cH:94][cH:95][cH:96]1)[CH:97]=[CH:98][c:99]1[cH:100][cH:101][cH:102][cH:103][cH:104]1.[Pd:67].[Pd:68]>>[c:2]1([C:62]#[N:63])[c:3]2[c:4]([cH:5][cH:6][cH:7]1)[N:8]([CH2:23][CH2:24][CH2:25][CH2:26][CH3:27])[C:9](=[O:22])[C:10]21[CH2:11][O:12][c:13]2[c:14]1[cH:15][c:16]1[c:17]([cH:21]2)[O:18][CH2:19][O:20]1. The reactants are Cc1nc2sccn2c1C(=O)NCC1NCC2CCCC21, O=C(O)c1ccccc1-c1ccccc1. The product is Cc1nc2sccn2c1C(=O)NCC1C2CCCC2CN1C(=O)c1ccccc1-c1ccccc1. RXN SMILES: [CH:1]12[CH:2]([CH2:9][NH:10][C:11](=[O:12])[c:13]3[c:14]([CH3:21])[n:15][c:16]4[s:17][cH:18][cH:19][n:20]34)[NH:3][CH2:4][CH:5]1[CH2:6][CH2:7][CH2:8]2.[c:22]1(-[c:31]2[cH:32][cH:33][cH:34][cH:35][cH:36]2)[c:23]([C:28](=[O:29])[OH:30])[cH:24][cH:25][cH:26][cH:27]1>>[CH:1]12[CH:2]([CH2:9][NH:10][C:11](=[O:12])[c:13]3[c:14]([CH3:21])[n:15][c:16]4[s:17][cH:18][cH:19][n:20]34)[N:3]([C:28]([c:23]3[c:22](-[c:31]4[cH:32][cH:33][cH:34][cH:35][cH:36]4)[cH:27][cH:26][cH:25][cH:24]3)=[O:29])[CH2:4][CH:5]1[CH2:6][CH2:7][CH2:8]2. Yields the product CCOC(=O)c1[nH]cc2c1NC1=C(C(=O)CNC1)C2c1ccc(Sc2nc3cc(OC(F)F)ccc3[nH]2)o1, Cl. The reactants are CCOC(=O)c1[nH]cc2c1NC1=C(C(=O)CN(OC(C)(C)C)C1)C2c1ccc(Sc2nc3cc(OC(F)F)ccc3[nH]2)o1, Cl, C1COCCO1. Reaction SMILES: [CH2:1]([CH3:2])[O:3][C:4](=[O:5])[c:6]1[nH:7][cH:8][c:9]2[c:10]1[NH:11][C:12]1=[C:17]([C:16](=[O:38])[CH2:15][N:14]([O:39][C:40]([CH3:41])([CH3:42])[CH3:43])[CH2:13]1)[CH:18]2[c:19]1[o:20][c:21]([S:24][c:25]2[n:26][c:27]3[c:28]([nH:29]2)[cH:30][cH:31][c:32]([O:34][CH:35]([F:36])[F:37])[cH:33]3)[cH:22][cH:23]1.[ClH:44].[O:45]1[CH2:46][CH2:47][O:48][CH2:49][CH2:50]1>>[CH2:1]([CH3:2])[O:3][C:4](=[O:5])[c:6]1[nH:7][cH:8][c:9]2[c:10]1[NH:11][C:12]1=[C:17]([C:16](=[O:38])[CH2:15][NH:14][CH2:13]1)[CH:18]2[c:19]1[o:20][c:21]([S:24][c:25]2[n:26][c:27]3[c:28]([nH:29]2)[cH:30][cH:31][c:32]([O:34][CH:35]([F:36])[F:37])[cH:33]3)[cH:22][cH:23]1.[ClH:44]. Reactants: [C-]#N.[K+] (potassium cyanide), O (water), NC1=CC(=C(C(=O)N[C@@H]2[C@@H](CN(CC2)CCCC(C)=O)OC)C=C1Cl)OC (cis-4-amino-5-chloro-2-methoxy-N-[3-methoxy-1-(4-oxopentyl)-4-piperidinyl]benzamide), C(C)O (ethanol), C([O-])([O-])=O.[NH4+].[NH4+] (ammonium carbonate), O (water). Conditions: temperature 55 celsius, time 8 hour. Yields the product NC1=CC(=C(C(=O)N[C@@H]2[C@@H](CN(CC2)CCCC2(NC(NC2=O)=O)C)OC)C=C1Cl)OC (cis-4-amino-5-chloro-2-methoxy-N-[3-methoxy-1-[3-(4-methyl-2,5-dioxo-4-imidazolidinyl)propyl]-4-piperidinyl]benzamide). Yield: 26.7%. As a reaction SMILES: [NH2:1][C:2]1[C:24]([Cl:25])=[CH:23][C:5]([C:6]([NH:8][C@H:9]2[CH2:14][CH2:13][N:12]([CH2:15][CH2:16][CH2:17][C:18](=O)[CH3:19])[CH2:11][C@H:10]2[O:21][CH3:22])=[O:7])=[C:4](OC)[CH:3]=1.[CH2:28]([OH:30])C.[C-:31]#[N:32].[K+].[C:34](=[O:37])([O-])[O-].[NH4+:38].[NH4+].[OH2:40]>>[NH2:1][C:2]1[C:24]([Cl:25])=[CH:23][C:5]([C:6]([NH:8][C@H:9]2[CH2:14][CH2:13][N:12]([CH2:15][CH2:16][CH2:17][C:18]3([CH3:19])[C:31](=[O:40])[NH:32][C:28](=[O:30])[NH:38]3)[CH2:11][C@H:10]2[O:21][CH3:22])=[O:7])=[C:4]([O:37][CH3:34])[CH:3]=1 |f:2.3,4.5.6|. Procedure details: To a stirred suspension of 3.97 parts of cis-4-amino-5-chloro-2-methoxy-N-[3-methoxy-1-(4-oxopentyl)-4-piperidinyl]benzamide in 19.2 parts of ethanol was added first a solution of 0.72 parts of potassium cyanide in 12 parts of water and then 2.88 parts of ammonium carbonate. The whole was stirred overnight at about 55° C. After cooling, the reaction mixture was poured into water. Ethanol was evaporated whereupon a precipitate was formed. It was filtered off, washed with water and boiled twice in... The reactants are C(C)C=1C=C2C=CN(C2=CC1)[Si](C(C)C)(C(C)C)C(C)C (5-Ethyl-1-triisopropylsilanyl-1H-indole), [F-].[NH4+] (ammonium fluoride). Solvent: C1CCOC1 (THF), CO (MeOH). Run at time 72 hour. Product: C(C)C=1C=C2C=CNC2=CC1 (5-Ethyl-1H-indole). As a reaction SMILES: [CH2:1]([C:3]1[CH:4]=[C:5]2[C:9](=[CH:10][CH:11]=1)[N:8]([Si](C(C)C)(C(C)C)C(C)C)[CH:7]=[CH:6]2)[CH3:2].[F-].[NH4+]>C1COCC1.CO>[CH2:1]([C:3]1[CH:4]=[C:5]2[C:9](=[CH:10][CH:11]=1)[NH:8][CH:7]=[CH:6]2)[CH3:2] |f:1.2|. Procedure details: The Indole 9 (2.2 g, 7.29 mmol) was dissolved in THF (20 mL) and a solution of ammonium fluoride (NH4F; 1.4 g, 37.8 mmol) in MeOH (20 mL) was added and stirred for 72 hours at room temperature. The solvent was evaporated and the residue was dissolved in ethyl acetate. The organic layer was washed with 2N H3PO4, dried over MgSO4, filtered and evaporated to give compound 10 as an off white solid (1.06 g; M+1=146.2). Reactants: N[C@@H]1C(N(CCC1)C1CCN(CC1)C(=O)OC(C)(C)C)=O ((S)-tert-Butyl 3-amino-2-oxo-1,4′-bipiperidine-1′-carboxylate), BrC1=C(C=C(C=C1)S(=O)(=O)C)F (1-bromo-2-fluoro-4-(methylsulfonyl)benzene), CC(C)(C)[O-].[Na+] (NaOtBu). Reagents/catalysts: C=1C=CC(=CC1)/C=C/C(=O)/C=C/C2=CC=CC=C2.C=1C=CC(=CC1)/C=C/C(=O)/C=C/C2=CC=CC=C2.C=1C=CC(=CC1)/C=C/C(=O)/C=C/C2=CC=CC=C2.[Pd].[Pd] (Pd2 dba3), C1(=CC=CC=C1)P(C1=C(C2=CC=CC=C2C=C1)C1=C(C=CC2=CC=CC=C12)P(C1=CC=CC=C1)C1=CC=CC=C1)C1=CC=CC=C1 (2,2′-bis(diphenylphosphino)-1,1′-binaphthyl). Solvent: C1(=CC=CC=C1)C (toluene). Reaction conditions: temperature 80 celsius. Product: FC1=C(C=CC(=C1)S(=O)(=O)C)NC1C(N(CCC1)C1CCN(CC1)C(=O)OC(C)(C)C)=O (tert-butyl 3-(2-fluoro-4-(methylsulfonyl)phenylamino)-2-oxo-1,4′-bipiperidine-1′-carboxylate). The yield is 105.9%. Reaction SMILES: [NH2:1][C@H:2]1[CH2:7][CH2:6][CH2:5][N:4]([CH:8]2[CH2:13][CH2:12][N:11]([C:14]([O:16][C:17]([CH3:20])([CH3:19])[CH3:18])=[O:15])[CH2:10][CH2:9]2)[C:3]1=[O:21].Br[C:23]1[CH:28]=[CH:27][C:26]([S:29]([CH3:32])(=[O:31])=[O:30])=[CH:25][C:24]=1[F:33].CC([O-])(C)C.[Na+]>C1(C)C=CC=CC=1.C1C=CC(/C=C/C(/C=C/C2C=CC=CC=2)=O)=CC=1.C1C=CC(/C=C/C(/C=C/C2C=CC=CC=2)=O)=CC=1.C1C=CC(/C=C/C(/C=C/C2C=CC=CC=2)=O)=CC=1.[Pd].[Pd].C1(P(C2C=CC=CC=2)C2C=CC3C(=CC=CC=3)C=2C2C3C(=CC=CC=3)C=CC=2P(C2C=CC=CC=2)C2C=CC=CC=2)C=CC=CC=1>[F:33][C:24]1[CH:25]=[C:26]([S:29]([CH3:32])(=[O:31])=[O:30])[CH:27]=[CH:28][C:23]=1[NH:1][CH:2]1[CH2:7][CH2:6][CH2:5][N:4]([CH:8]2[CH2:9][CH2:10][N:11]([C:14]([O:16][C:17]([CH3:18])([CH3:20])[CH3:19])=[O:15])[CH2:12][CH2:13]2)[C:3]1=[O:21] |f:2.3,5.6.7.8.9|. Reported procedure: (S)-tert-Butyl 3-amino-2-oxo-1,4′-bipiperidine-1′-carboxylate (Example 39, Steps A-C, 5.0 g, 17 mmol), 2,2′-bis(diphenylphosphino)-1,1′-binaphthyl (1.0 g, 1.7 mmol), 1-bromo-2-fluoro-4-(methylsulfonyl)benzene (6.4 g, 25 mmol) and NaOtBu (1.9 g, 20 mmol) were dissolved in degassed toluene (100 mL). Pd2 dba3 (0.77 g, 0.84 mmol) was added and the reaction heated in an 80° C. oil bath for 5 hours. The reaction was concentrated and purified over silica gel (50-100% EtOAc in hexanes followed by 5% amm...